describe an organic reaction: reactants, conditions, products, and yield From a dataset of the Open Reaction Database (ORD), a public repository of structured organic reaction records. The reactants are COCCOc1cc2ncc(C#N)c(O)c2cc1OCc1ccccc1, O=P(Cl)(Cl)Cl. Product: COCCOc1cc2ncc(C#N)c(Cl)c2cc1OCc1ccccc1. Reaction SMILES: [CH2:1]([c:2]1[cH:3][cH:4][cH:5][cH:6][cH:7]1)[O:8][c:9]1[cH:10][c:11]2[c:12]([OH:26])[c:13]([C:24]#[N:25])[cH:14][n:15][c:16]2[cH:17][c:18]1[O:19][CH2:20][CH2:21][O:22][CH3:23].[P:27]([Cl:28])([Cl:29])([Cl:30])=[O:31]>>[CH2:1]([c:2]1[cH:3][cH:4][cH:5][cH:6][cH:7]1)[O:8][c:9]1[cH:10][c:11]2[c:12]([Cl:29])[c:13]([C:24]#[N:25])[cH:14][n:15][c:16]2[cH:17][c:18]1[O:19][CH2:20][CH2:21][O:22][CH3:23]. The reactants are CC(C)(C)OC(=O)c1cc(Oc2ccc3c(c2)CC(C(=O)Nc2cc(C#N)cc(C(F)(F)F)c2)CC3)ccn1, Cl, C1COCCO1. Product: N#Cc1cc(NC(=O)C2CCc3ccc(Oc4ccnc(C(=O)O)c4)cc3C2)cc(C(F)(F)F)c1. Reaction SMILES: [C:1](#[N:2])[c:3]1[cH:4][c:5]([NH:13][C:14](=[O:15])[CH:16]2[CH2:17][CH2:18][c:19]3[cH:20][cH:21][c:22]([O:26][c:27]4[cH:28][c:29]([C:33](=[O:34])[O:35][C:36]([CH3:37])([CH3:38])[CH3:39])[n:30][cH:31][cH:32]4)[cH:23][c:24]3[CH2:25]2)[cH:6][c:7]([C:9]([F:10])([F:11])[F:12])[cH:8]1.[ClH:40].[O:41]1[CH2:42][CH2:43][O:44][CH2:45][CH2:46]1>>[C:1](#[N:2])[c:3]1[cH:4][c:5]([NH:13][C:14](=[O:15])[CH:16]2[CH2:17][CH2:18][c:19]3[cH:20][cH:21][c:22]([O:26][c:27]4[cH:28][c:29]([C:33](=[O:34])[OH:35])[n:30][cH:31][cH:32]4)[cH:23][c:24]3[CH2:25]2)[cH:6][c:7]([C:9]([F:10])([F:11])[F:12])[cH:8]1. Reaction SMILES: [CH2:1]([O:3][CH2:4][C:5]1[N:6]([NH:19][CH:20]([CH3:22])[CH3:21])[C:7]2[C:16]3[CH:15]=[CH:14][CH:13]=[CH:12][C:11]=3[N+:10]([O-])=[CH:9][C:8]=2[N:18]=1)[CH3:2].[NH4+:23].[OH-].C1(C)C=CC(S(Cl)(=O)=O)=CC=1.O>C(Cl)Cl.CO.C(Cl)(Cl)Cl>[CH2:1]([O:3][CH2:4][C:5]1[N:6]([NH:19][CH:20]([CH3:22])[CH3:21])[C:7]2[C:16]3[CH:15]=[CH:14][CH:13]=[CH:12][C:11]=3[N:10]=[C:9]([NH2:23])[C:8]=2[N:18]=1)[CH3:2] |f:1.2,6.7|. Procedure: A solution of N-(2-ethoxymethy-5-oxido-1H-imidazo[4,5-c]quinolin-1-yl)isopropylamine (0.93 g, 3.10 mmol) in 25 mL of CH2Cl2 was treated with 15 mL of concentrated NH4OH solution. To the rapidly stirred solution was added p-toluenesulfonyl chloride (620 mg, 3.25 mmol). After stirring for 30 min, the reaction was treated with CH2Cl2 (20 mL) and H2O (15 mL). The layers were separated and the organic portion was washed with 2% Na2CO3 solution, H2O and brine. The organic portion was dried over Na2SO4... Starting materials: C(C)OCC=1N(C2=C(C=[N+](C=3C=CC=CC23)[O-])N1)NC(C)C (N-(2-ethoxymethy-5-oxido-1H-imidazo[4,5-c]quinolin-1-yl)isopropylamine), [NH4+].[OH-] (NH4OH), O (H2O), C1(=CC=C(C=C1)S(=O)(=O)Cl)C (p-toluenesulfonyl chloride). The solvent is CO.C(Cl)(Cl)Cl (MeOH CHCl3), C(Cl)Cl (CH2Cl2), C(Cl)Cl (CH2Cl2). Yields the product C(C)OCC=1N(C2=C(C(=NC=3C=CC=CC23)N)N1)NC(C)C (2-ethoxymethyl-N1-isopropyl-1H-imidazo[4,5-c]quinoline-1,4-diamine). Conditions: time 30 minute.